Dataset: the Open Reaction Database (ORD), a public repository of structured organic reaction records. Task: describe an organic reaction: reactants, conditions, products, and yield The reactants are CNC, CN(C)C=O, CCOC(C)=O, Cc1c(Cl)cccc1CN(C(=O)CCl)c1nc(N2CCOCC2)sc1C#N. Product: Cc1c(Cl)cccc1CN(C(=O)CN(C)C)c1nc(N2CCOCC2)sc1C#N. Reaction SMILES: [CH3:28][NH:29][CH3:30].[CH3:31][N:32]([CH3:33])[CH:34]=[O:35].[CH3:36][CH2:37][O:38][C:39]([CH3:40])=[O:41].[Cl:1][CH2:2][C:3](=[O:4])[N:5]([c:6]1[n:7][c:8]([N:13]2[CH2:14][CH2:15][O:16][CH2:17][CH2:18]2)[s:9][c:10]1[C:11]#[N:12])[CH2:19][c:20]1[c:21]([CH3:27])[c:22]([Cl:26])[cH:23][cH:24][cH:25]1>>[CH2:2]([C:3](=[O:4])[N:5]([c:6]1[n:7][c:8]([N:13]2[CH2:14][CH2:15][O:16][CH2:17][CH2:18]2)[s:9][c:10]1[C:11]#[N:12])[CH2:19][c:20]1[c:21]([CH3:27])[c:22]([Cl:26])[cH:23][cH:24][cH:25]1)[N:29]([CH3:28])[CH3:30]. Reactants: N\C(=C/C(=O)OC(C)(C)C)\C (1,1-dimethylethyl (2Z)-3-amino-2-butenoate), solution, FC(C=1C(C=CC(C1)=O)=O)(F)F (2-(trifluoromethyl)-2,5-cyclohexadiene-1,4-dione), C(Cl)Cl (CH2Cl2). Run in CCO (EtOH). Conditions: time 1 hour. Yields the product OC=1C(=C2C(=C(NC2=CC1)C)C(=O)OC(C)(C)C)C(F)(F)F (1,1-dimethylethyl 5-hydroxy-2-methyl-4-(trifluoromethyl)-1H-indole-3-carboxylate). Isolated yield 66.0%. Reaction SMILES: [NH2:1]/[C:2](/[CH3:11])=[CH:3]\[C:4]([O:6][C:7]([CH3:10])([CH3:9])[CH3:8])=[O:5].[F:12][C:13]([F:23])([F:22])[C:14]1[C:15](=[O:21])[CH:16]=[CH:17][C:18](=O)[CH:19]=1.C(Cl)Cl>CCO>[OH:21][C:15]1[C:14]([C:13]([F:12])([F:22])[F:23])=[C:19]2[C:18](=[CH:17][CH:16]=1)[NH:1][C:2]([CH3:11])=[C:3]2[C:4]([O:6][C:7]([CH3:10])([CH3:9])[CH3:8])=[O:5]. Procedure: A stirred solution of 1,1-dimethylethyl (2Z)-3-amino-2-butenoate (47.6 g, 0.3 mol) in EtOH (100 mL) was treated dropwise at ambient temperature with a 1.2 M solution of 2-(trifluoromethyl)-2,5-cyclohexadiene-1,4-dione in CH2Cl2 (300 mL, 0.35 mol) (internal temperature rose to +35° C. during the addition). The reaction was stirred 1 h and concentrated at reduced pressure. Stirring the resulting material with CHCl3 at ice-bath temperature afforded 1,1-dimethylethyl 5-hydroxy-2-methyl-4-(trifluorom...